This data is from the Open Reaction Database (ORD), a public repository of structured organic reaction records. The task is: describe an organic reaction: reactants, conditions, products, and yield The reactants are ortho-triethyl acetate, C1(=CC=C(C=C1)S(=O)(=O)O)C (para-toluenesulfonic acid), 2-methylpyrrolidone, NC1=NC(=NC(=C1N)C)Cl (4,5-diamino-2-chloro-6-methylpyrimidine), NC1=NC(=NC(=C1N)C)Cl (4,5-diamino-2-chloro-6-methylpyrimidine). The solvent is C(Cl)(Cl)Cl (chloroform). Conditions: temperature 100 celsius. Product: ClC1=NC(=C2NC(=NC2=N1)C)C (2-Chloro-6,8-dimethylpurine). The yield is 635.5%. RXN SMILES: [C:1]1(C)C=CC(S(O)(=O)=O)=C[CH:2]=1.[NH2:12][C:13]1[C:18]([NH2:19])=[C:17]([CH3:20])[N:16]=[C:15]([Cl:21])[N:14]=1>C(Cl)(Cl)Cl>[Cl:21][C:15]1[N:14]=[C:13]2[C:18]([NH:19][C:1]([CH3:2])=[N:12]2)=[C:17]([CH3:20])[N:16]=1. Procedure details: After adding 10.1 ml of ortho-triethyl acetate, 0.23 g of para-toluenesulfonic acid and 73 ml of 2-methylpyrrolidone to 7.6 g of 4,5-diamino-2-chloro-6-methylpyrimidine, the mixture was heated at 100° C. and then heated and stirred while removing out of the system the ethanol produced during the reaction. After disappearance of the 4,5-diamino-2-chloro-6-methylpyrimidine, the reaction solution was further heated and stirred at 180° C. for 2 hours. After cooling to room temperature, chloroform wa... Reactants: C([O-])([O-])=O.[K+].[K+] (potassium carbonate), C(C(=O)O)(=O)O.C(CCCCCCC)SC(CCN1C=NC=C1)CCCCC (1-(3-Octylthiooctyl)imidazole oxalate). Run in ClCCl (dichloromethane). Product: C(CCCCCCC)SC(CCN1C=NC=C1)CCCCC (1-(3-octylthiooctyl)imidazole). As a reaction SMILES: C(O)(=O)C(O)=O.[CH2:7]([S:15][CH:16]([CH2:24][CH2:25][CH2:26][CH2:27][CH3:28])[CH2:17][CH2:18][N:19]1[CH:23]=[CH:22][N:21]=[CH:20]1)[CH2:8][CH2:9][CH2:10][CH2:11][CH2:12][CH2:13][CH3:14].C(=O)([O-])[O-].[K+].[K+]>ClCCl>[CH2:7]([S:15][CH:16]([CH2:24][CH2:25][CH2:26][CH2:27][CH3:28])[CH2:17][CH2:18][N:19]1[CH:23]=[CH:22][N:21]=[CH:20]1)[CH2:8][CH2:9][CH2:10][CH2:11][CH2:12][CH2:13][CH3:14] |f:0.1,2.3.4|. Reported procedure: 1-(3-Octylthiooctyl)imidazole oxalate (2.0 g.) in 100 ml. of dichloromethane was shaken with excess dilute potassium carbonate solution until the salt was completely dissolved. The organic layer was then separated, washed twice with water, dried over magnesium sulfate and evaporated to yield 1-(3-octylthiooctyl)imidazole as an oil. The reactants are ClCCl, CCC(C)(C)C1CCC(Oc2ccc3cc(C4(C)COC(=O)N4)ccc3c2)CC1, [Cl-], [Cl-], [Cl-], [Cl-], O=C1CCC(=O)N1I, [Zr+4]. Product: CCC(C)(C)C1CCC(Oc2ccc3cc(C4(C)COC(=O)N4)ccc3c2I)CC1. As a reaction SMILES: [CH2:38]([Cl:39])[Cl:40].[CH3:9][C:10]([CH2:11][CH3:12])([CH3:13])[CH:14]1[CH2:15][CH2:16][CH:17]([O:20][c:21]2[cH:22][c:23]3[cH:24][cH:25][c:26]([C:31]4([CH3:37])[NH:32][C:33](=[O:36])[O:34][CH2:35]4)[cH:27][c:28]3[cH:29][cH:30]2)[CH2:18][CH2:19]1.[Cl-:41].[Cl-:42].[Cl-:43].[Cl-:44].[I:1][N:2]1[C:3](=[O:4])[CH2:5][CH2:6][C:7]1=[O:8].[Zr+4:45]>>[I:1][c:22]1[c:21]([O:20][CH:17]2[CH2:16][CH2:15][CH:14]([C:10]([CH3:9])([CH2:11][CH3:12])[CH3:13])[CH2:19][CH2:18]2)[cH:30][cH:29][c:28]2[c:23]1[cH:24][cH:25][c:26]([C:31]1([CH3:37])[NH:32][C:33](=[O:36])[O:34][CH2:35]1)[cH:27]2. Reactants: CCN(C(C)C)C(C)C, Clc1ccc(N2CCNCC2)cc1, CC(C)C(Nc1nc(Cl)nc2c1SCC2)C(N)=O, C1COCCO1, O. The product is CC(C)C(Nc1nc(N2CCN(c3ccc(Cl)cc3)CC2)nc2c1SCC2)C(N)=O. As a reaction SMILES: [CH:32]([N:33]([CH:34]([CH3:35])[CH3:36])[CH2:37][CH3:38])([CH3:39])[CH3:40].[Cl:19][c:20]1[cH:21][cH:22][c:23]([N:26]2[CH2:27][CH2:28][NH:29][CH2:30][CH2:31]2)[cH:24][cH:25]1.[Cl:1][c:2]1[n:3][c:4]([NH:11][CH:12]([C:13](=[O:14])[NH2:15])[CH:16]([CH3:17])[CH3:18])[c:5]2[c:6]([n:7]1)[CH2:8][CH2:9][S:10]2.[O:42]1[CH2:43][CH2:44][O:45][CH2:46][CH2:47]1.[OH2:41]>>[c:2]1([N:29]2[CH2:28][CH2:27][N:26]([c:23]3[cH:22][cH:21][c:20]([Cl:19])[cH:25][cH:24]3)[CH2:31][CH2:30]2)[n:3][c:4]([NH:11][CH:12]([C:13](=[O:14])[NH2:15])[CH:16]([CH3:17])[CH3:18])[c:5]2[c:6]([n:7]1)[CH2:8][CH2:9][S:10]2. The reactants are COC=1C=C(C(=N)N)C=CC1 (3-methoxybenzamidine), ClC1=C(C=C(C#N)C#N)C=CC(=C1)Cl (2-(2,4-dichloro-benzylidene)-malononitrile). Yields the product NCC=1C(=NC(=NC1C1=C(C=C(C=C1)Cl)Cl)C1=CC(=CC=C1)OC)N (5-Aminomethyl-6-(2,4-dichloro-phenyl)-2-(3-methoxy-phenyl)-pyrimidin-4-ylamine). As a reaction SMILES: [CH3:1][O:2][C:3]1[CH:4]=[C:5]([CH:9]=[CH:10][CH:11]=1)[C:6]([NH2:8])=[NH:7].[Cl:12][C:13]1[CH:24]=[C:23]([Cl:25])[CH:22]=[CH:21][C:14]=1[CH:15]=[C:16]([C:19]#[N:20])[C:17]#[N:18]>>[NH2:20][CH2:19][C:16]1[C:17]([NH2:18])=[N:7][C:6]([C:5]2[CH:9]=[CH:10][CH:11]=[C:3]([O:2][CH3:1])[CH:4]=2)=[N:8][C:15]=1[C:14]1[CH:21]=[CH:22][C:23]([Cl:25])=[CH:24][C:13]=1[Cl:12]. Procedure details: The title compound, MS: m/e=374.8 (M+), was prepared from 3-methoxybenzamidine and 2-(2,4-dichloro-benzylidene)-malononitrile in analogy to the process described in Example 11 as a solid. RXN SMILES: [CH3:33][S:34]([CH3:35])=[O:36].[N:25](=[C:26]=[S:27])[C:28](=[O:29])[O:30][CH2:31][CH3:32].[NH2:1][c:2]1[cH:3][cH:4][c:5]([O:8][c:9]2[cH:10][c:11]([NH:15][C:16](=[O:17])[c:18]3[cH:19][c:20]([CH3:24])[n:21][n:22]3[CH3:23])[cH:12][cH:13][cH:14]2)[cH:6][n:7]1.[OH2:37]>>[NH:1]([c:2]1[cH:3][cH:4][c:5]([O:8][c:9]2[cH:10][c:11]([NH:15][C:16](=[O:17])[c:18]3[cH:19][c:20]([CH3:24])[n:21][n:22]3[CH3:23])[cH:12][cH:13][cH:14]2)[cH:6][n:7]1)[C:26]([NH:25][C:28](=[O:29])[O:30][CH2:31][CH3:32])=[S:27]. Yields the product CCOC(=O)NC(=S)Nc1ccc(Oc2cccc(NC(=O)c3cc(C)nn3C)c2)cn1. Reactants: CS(C)=O, CCOC(=O)N=C=S, Cc1cc(C(=O)Nc2cccc(Oc3ccc(N)nc3)c2)n(C)n1, O. Starting materials: CN1CCC(C2(O)c3ccccc3COc3ccc(Br)cc32)CC1, O=C(O)C(F)(F)F. Product: CN1CCC(=C2c3ccccc3COc3ccc(Br)cc32)CC1. Reaction SMILES: [Br:1][c:2]1[cH:3][c:4]2[c:5]([cH:23][cH:24]1)[O:6][CH2:7][c:8]1[c:9]([cH:19][cH:20][cH:21][cH:22]1)[C:10]2([OH:11])[CH:12]1[CH2:13][CH2:14][N:15]([CH3:18])[CH2:16][CH2:17]1.[F:25][C:26]([F:27])([F:28])[C:29]([OH:30])=[O:31]>>[Br:1][c:2]1[cH:3][c:4]2[c:5]([cH:23][cH:24]1)[O:6][CH2:7][c:8]1[c:9]([cH:19][cH:20][cH:21][cH:22]1)[C:10]2=[C:12]1[CH2:13][CH2:14][N:15]([CH3:18])[CH2:16][CH2:17]1.